Dataset: the Open Reaction Database (ORD), a public repository of structured organic reaction records. Task: describe an organic reaction: reactants, conditions, products, and yield Procedure: In 120 ml of methylene chloride was suspended 6.0 g of 4-(methoxycarbonyl)-benzoic acid, to which were added 3.5 ml of oxalyl chloride and 0.05 ml of N,N-dimethylformamide at 0-5° C. After a reaction at the same temperature as above for 3 hours, the mixture was stirred at ambient temperature for 24 hours. Then, a 90.7 g portion of the reaction mixture was taken out, and 6.9 ml of diethylamine was added thereto. The mixture was stirred at ambient temperature for 3 hours, and then poured into ice ... The solvent is CN(C=O)C (N,N-dimethylformamide), C(Cl)Cl (methylene chloride). Conditions: time 24 hour. RXN SMILES: [CH3:1][O:2][C:3]([C:5]1[CH:13]=[CH:12][C:8]([C:9]([OH:11])=O)=[CH:7][CH:6]=1)=[O:4].C(Cl)(=O)C(Cl)=O.[CH2:20]([NH:22][CH2:23][CH3:24])[CH3:21].Cl>C(Cl)Cl.CN(C)C=O>[CH2:20]([N:22]([CH2:23][CH3:24])[C:9]([C:8]1[CH:7]=[CH:6][C:5]([C:3]([O:2][CH3:1])=[O:4])=[CH:13][CH:12]=1)=[O:11])[CH3:21]. The reactants are COC(=O)C1=CC=C(C(=O)O)C=C1 (4-(methoxycarbonyl)-benzoic acid), ice water, C(C(=O)Cl)(=O)Cl (oxalyl chloride), Cl (hydrochloric acid), C(C)NCC (diethylamine). Yields the product C(C)N(C(=O)C1=CC=C(C(=O)OC)C=C1)CC (methyl 4-[(diethylamino)carbonyl]-benzoate). Reported procedure: To 10 mg (0.03 mmol) of compound 115 dissolved in 2 mL of THF and 1 mL of water was added, portionwise and alternating, a solution of 40 μL of 5 N NaOH (aqueous) in 0.2 mL of water followed by a solution of 4 mg (0.02 mmol) of triphosgene in 0.2 mL of THF. The reaction was acidified with 1N HCl and the volatiles were removed in vacuo. The solid was collected by vacuum filtration to provide 9 mg of compound 116. Run in O (water), O (water). The reactants are [OH-].[Na+] (NaOH), Cl (HCl), NC1=CC=C2C=CC(=CC2=C1)C(=O)NC=1C=C(C(=O)O)C=CC1 (3-[(7-amino-2-naphthyl)carbonylamino]benzoic acid), C1CCOC1 (THF), ClC(Cl)(OC(OC(Cl)(Cl)Cl)=O)Cl (triphosgene), C1CCOC1 (THF). As a reaction SMILES: [NH2:1][C:2]1[CH:11]=[C:10]2[C:5]([CH:6]=[CH:7][C:8]([C:12]([NH:14][C:15]3[CH:16]=[C:17]([CH:21]=[CH:22][CH:23]=3)[C:18]([OH:20])=[O:19])=[O:13])=[CH:9]2)=[CH:4][CH:3]=1.[OH-:24].[Na+].ClC(Cl)(O[C:30](=[O:36])[O:31]C(Cl)(Cl)Cl)Cl.Cl.[CH2:39]1[CH2:43][O:42][CH2:41][CH2:40]1>O>[C:18]([C:17]1[CH:16]=[C:15]([NH:14][C:12]([C:8]2[CH:9]=[C:10]3[C:5]([CH:4]=[CH:3][C:2]([NH:1][C:12]([NH:14][C:15]4[CH:16]=[C:41]5[C:21]([CH:17]=[CH:18][C:39]([C:43]([NH:1][C:2]6[CH:11]=[C:10]([CH:5]=[CH:4][CH:3]=6)[C:30]([OH:31])=[O:36])=[O:42])=[CH:40]5)=[CH:22][CH:23]=4)=[O:24])=[CH:11]3)=[CH:6][CH:7]=2)=[O:13])[CH:23]=[CH:22][CH:21]=1)([OH:20])=[O:19] |f:1.2|. Product: C(=O)(O)C=1C=C(C=CC1)NC(=O)C1=CC=C2C=CC(=CC2=C1)NC(=O)NC1=CC=C2C=CC(=CC2=C1)C(=O)NC=1C=C(C(=O)O)C=CC1 (3-({7-[(N-{7-[N-(3-carboxyphenyl)carbamoyl]-2-naphthyl}carbamoyl)amino]-2-naphthyl}carbonylamino)benzoic acid).